Task: describe an organic reaction: reactants, conditions, products, and yield. Dataset: the Open Reaction Database (ORD), a public repository of structured organic reaction records Reactants: NC=1C=CC2=C([C@@H]([C@H]([C@](O2)(C)C(OC)OC)O)N2C(OC3=C2C=CC=C3)=S)C1 ((2R,3R,4S)-6-amino-3,4-dihydro-3-hydroxy-2-dimethoxymethyl-2-methyl-4-(2-thioxobenzoxazol-3-yl)-2H-1-benzopyran), CS(=O)(=O)Cl (methanesulfonyl chloride). Run in ClCCl (dichloromethane). Run at time 10 hour. The product is CS(=O)(=O)NC=1C=CC2=C([C@@H]([C@H]([C@](O2)(C)C(OC)OC)O)N2C(OC3=C2C=CC=C3)=S)C1 ((2R,3R,4S)-6-methanesulfonylamino-3,4-dihydro-3-hydroxy-2-dimethoxymethyl-2-methyl-4-(2-thioxobenzoxazol-3-yl)-2H-1-benzopyran). The yield is 63.4%. RXN SMILES: [NH2:1][C:2]1[CH:3]=[CH:4][C:5]2[O:10][C@:9]([CH:12]([O:15][CH3:16])[O:13][CH3:14])([CH3:11])[C@H:8]([OH:17])[C@@H:7]([N:18]3[C:22]4[CH:23]=[CH:24][CH:25]=[CH:26][C:21]=4[O:20][C:19]3=[S:27])[C:6]=2[CH:28]=1.[CH3:29][S:30](Cl)(=[O:32])=[O:31]>ClCCl>[CH3:29][S:30]([NH:1][C:2]1[CH:3]=[CH:4][C:5]2[O:10][C@:9]([CH:12]([O:15][CH3:16])[O:13][CH3:14])([CH3:11])[C@H:8]([OH:17])[C@@H:7]([N:18]3[C:22]4[CH:23]=[CH:24][CH:25]=[CH:26][C:21]=4[O:20][C:19]3=[S:27])[C:6]=2[CH:28]=1)(=[O:32])=[O:31]. Procedure: 90 mg (0.22 mmol) of the compound prepared in Example 17 was dissolved in 1 ml of dichloromethane, to which 58 μl (0.34 mmol) of methanesulfonyl chloride and 17 μl (0.22 mmol) of diaisopropylethylamine were added. The reaction was stirred for 10 hours at room temperature, 67 mg (yield: 64%) of the target compound was obtained through reaction accomplished by the same procedure as used in Example 33. Starting materials: COC(C1=C(C=CC=C1)C#C)=O (2-Ethynyl-benzoic acid methyl ester), C(C)OC(\C=C/I)=O ((Z)-ethyl-3-iodoacrylate). The product is COC(C1=C(C=CC=C1)C#CC=CC(=O)OCC)=O (2-(4-Ethoxycarbonyl-but-3-en-1-ynyl)-benzoic acid methyl ester). As a reaction SMILES: [CH3:1][O:2][C:3](=[O:12])[C:4]1[CH:9]=[CH:8][CH:7]=[CH:6][C:5]=1[C:10]#[CH:11].[CH2:13]([O:15][C:16](=[O:20])/[CH:17]=[CH:18]\I)[CH3:14]>>[CH3:1][O:2][C:3](=[O:12])[C:4]1[CH:9]=[CH:8][CH:7]=[CH:6][C:5]=1[C:10]#[C:11][CH:18]=[CH:17][C:16]([O:15][CH2:13][CH3:14])=[O:20]. Reported procedure: The general procedure was used to convert 2-Ethynyl-benzoic acid methyl ester and (Z)-ethyl-3-iodoacrylate to the title product. Purification by flash chromatography (20% ethyl acetate in hexane as the eluent) gave the analytically pure product as a light yellow oil (410 mg, 77% yield). 1H NMR (400 MHz, CDCl3) δ 7.96-7.95 (d, J=7.8, 1H), 7.70-7.68 (d, J=8.2, 1H), 7.50-7.46 (t, J=7.5, 1H), 7.37-7.41 (t, J=7.7, 1H), 6.46-6.43 (d, J=11.4, 1H), 6.18-6.15 (d, J=11.4, 1H), 4.27-4.21 (q, J=7.1, 2H), 3.... The reactants are FC1=C(C#N)C=C(C(=C1)F)F (2,4,5-trifluorobenzonitrile), C(CCC)[Li] (Butyllithium), CCCCCC (hexane), CS(=O)CSC ((Methylsulfinyl)(methylthio)methane). Solvent: C1CCOC1 (THF), C1CCOC1 (THF). Reaction conditions: temperature -78 celsius, time 30 minute. Yields the product FC1=C(C#N)C=C(C(=C1)C(SC)S(=O)C)F (2,5-Difluoro-4[(methylsulfinyl)(methylthio)methyl]benzonitrile). Reaction SMILES: [CH3:1][S:2]([CH2:4][S:5][CH3:6])=[O:3].C([Li])CCC.CCCCCC.[F:18][C:19]1[CH:26]=[C:25](F)[C:24]([F:28])=[CH:23][C:20]=1[C:21]#[N:22]>C1COCC1>[F:18][C:19]1[CH:26]=[C:25]([CH:4]([S:2]([CH3:1])=[O:3])[S:5][CH3:6])[C:24]([F:28])=[CH:23][C:20]=1[C:21]#[N:22]. Procedure details: (Methylsulfinyl)(methylthio)methane (3.16 g, 0.0255 mol) was dissolved in 50 mL of dry THF under argon and then cooled to −78° C. Butyllithium in hexane (16 mL 1.6M, 0.0256 mol) was added dropwise with stirring. The mixture was stirred for 15 min. Meanwhile a solution of 2,4,5-trifluorobenzonitrile (2.0 g; 0.013 mol) in 50 mL of dry THF was cooled to −78° C. under argon and the former solution was added through a cannula to the latter solution over a period of 3–5 min. After 30 min, the cooling ... Starting materials: C(\C=C/C(=O)O)(=O)O (maleic acid), ClC1=CC=C(C=C1)C1(CCC1)C(CC(C)(C)O)=NO (1-[1-(4-chlorophenyl)cyclobutyl]-3-hydroxy-3-methylbutan-1-one oxime), [H-].[Al+3].[Li+].[H-].[H-].[H-] (lithium aluminium hydride), [OH-].[Na+] (sodium hydroxide). The solvent is CCOCC (ether), O (Water), O1CCCC1 (tetrahydrofuran), CCOCC (ether). The product is NC(CC(C)(O)C)C1(CCC1)C1=CC=C(C=C1)Cl (4-amino-4-[1-(4-chlorophenyl)cyclobutyl]-2-methylbutan-2-ol). RXN SMILES: [Cl:1][C:2]1[CH:7]=[CH:6][C:5]([C:8]2([C:12](=[N:18]O)[CH2:13][C:14]([OH:17])([CH3:16])[CH3:15])[CH2:11][CH2:10][CH2:9]2)=[CH:4][CH:3]=1.[H-].[Al+3].[Li+].[H-].[H-].[H-].C(O)(=O)/C=C\C(O)=O.[OH-].[Na+]>O1CCCC1.CCOCC.O>[NH2:18][CH:12]([C:8]1([C:5]2[CH:6]=[CH:7][C:2]([Cl:1])=[CH:3][CH:4]=2)[CH2:9][CH2:10][CH2:11]1)[CH2:13][C:14]([CH3:16])([OH:17])[CH3:15] |f:1.2.3.4.5.6,8.9|. Procedure: A solution of 1-[1-(4-chlorophenyl)cyclobutyl]-3-hydroxy-3-methylbutan-1-one oxime (3 g prepared as described in Example 84 above) in dry tetrahydrofuran (20 ml) was added under nitrogen to lithium aluminium hydride (2 g). The mixture was heated under reflux for 3 hours and then left without further heating for 16 hours. Water (100 ml) was added dropwise and the organic layer was separated. The aqueous layer was extracted with ether and the extracts combined with the organic layer and dried. The... Starting materials: C(C)NCC (diethylamine), ClC1=C(OC=2C=C(C=CC2NS(=O)(=O)C)S(=O)(=O)Cl)C=CC(=C1)Cl (3-(2,4-Dichlorophenoxy)-4-methylsulphonylaminobenzene-sulphonic acid chloride), Cl (HCl). The solvent is N1=CC=CC=C1 (pyridine), ClCCl (dichloromethane). Conditions: temperature 0 celsius, time 1 hour. Yields the product C(C)N(S(=O)(=O)C1=CC(=C(C=C1)NS(=O)(=O)C)OC1=C(C=C(C=C1)Cl)Cl)CC (3- (2,4-Dichlorophenoxy) -4-methylsulphonylaminobenzene-sulphonic acid N,N-diethyl-amide). Reaction SMILES: [Cl:1][C:2]1[CH:23]=[C:22]([Cl:24])[CH:21]=[CH:20][C:3]=1[O:4][C:5]1[CH:6]=[C:7]([S:16](Cl)(=[O:18])=[O:17])[CH:8]=[CH:9][C:10]=1[NH:11][S:12]([CH3:15])(=[O:14])=[O:13].[CH2:25]([NH:27][CH2:28][CH3:29])[CH3:26].Cl>ClCCl.N1C=CC=CC=1>[CH2:25]([N:27]([CH2:28][CH3:29])[S:16]([C:7]1[CH:8]=[CH:9][C:10]([NH:11][S:12]([CH3:15])(=[O:14])=[O:13])=[C:5]([O:4][C:3]2[CH:20]=[CH:21][C:22]([Cl:24])=[CH:23][C:2]=2[Cl:1])[CH:6]=1)(=[O:18])=[O:17])[CH3:26]. Reported procedure: 3-(2,4-Dichlorophenoxy)-4-methylsulphonylaminobenzene-sulphonic acid chloride (1.08 g, 2.50 mmol) was dissolved in dichloromethane (5 ml) and at 0° C. added dropwise to a solution of diethylamine (0.30 ml, 2.51 mmol) in pyridine (20 ml). The mixture was stirred for 1 hour at 0° C., acidified with 1N HCl and extracted with ethyl acetate. The combined organic phases were dried over MgSO4 and the solvent was evaporated off. The residue was purified by chromatography (silica gel, CH2Cl2). Yield: 0.2...